From a dataset of the Open Reaction Database (ORD), a public repository of structured organic reaction records. describe an organic reaction: reactants, conditions, products, and yield Starting materials: C(=O)(OC)COC1=CC=C(C=C1)CC(C)NCC(C=1N=C(SC1)C(F)(F)F)O (N-[2-(4-carbomethoxymethoxyphenyl)-1-methylethyl]-2-hydroxy-2-(2-trifluoromethyl-thiazol-4-yl)ethanamine), FC(C=1SC=C(N1)C(CBr)=O)(F)F (2-trifluoromethyl-4-bromoacetyl-thiazole), C(O)([O-])=O.[K+] (potassium hydrogen carbonate). Run in CC(=O)C (acetone). Product: C(=O)(OC)COC1=CC=C(C=C1)CC(C)N1CC(OC(C1)C=1N=C(SC1)C(F)(F)F)(C=1N=C(SC1)C(F)(F)F)O (N-[2-(4-Carbomethoxymethoxyphenyl)-1-methylethyl]-2-hydroxy-2,6-bis(2-trifluoromethyl-thiazol-4-yl)morpholine). Reaction SMILES: [C:1]([CH2:5][O:6][C:7]1[CH:12]=[CH:11][C:10]([CH2:13][CH:14]([NH:16][CH2:17][CH:18]([OH:28])[C:19]2[N:20]=[C:21]([C:24]([F:27])([F:26])[F:25])[S:22][CH:23]=2)[CH3:15])=[CH:9][CH:8]=1)([O:3][CH3:4])=[O:2].[F:29][C:30]([F:41])([F:40])[C:31]1[S:32][CH:33]=[C:34]([C:36](=[O:39])[CH2:37]Br)[N:35]=1.C(=O)([O-])O.[K+]>CC(C)=O>[C:1]([CH2:5][O:6][C:7]1[CH:12]=[CH:11][C:10]([CH2:13][CH:14]([N:16]2[CH2:17][CH:18]([C:19]3[N:20]=[C:21]([C:24]([F:26])([F:27])[F:25])[S:22][CH:23]=3)[O:28][C:36]([OH:39])([C:34]3[N:35]=[C:31]([C:30]([F:41])([F:40])[F:29])[S:32][CH:33]=3)[CH2:37]2)[CH3:15])=[CH:9][CH:8]=1)([O:3][CH3:4])=[O:2] |f:2.3|. Procedure: from N-[2-(4-carbomethoxymethoxyphenyl)-1-methylethyl]-2-hydroxy-2-(2-trifluoromethyl-thiazol-4-yl)ethanamine (pair of diastereomers A) with 2-trifluoromethyl-4-bromoacetyl-thiazole and potassium hydrogen carbonate in acetone. Starting materials: N[C@@H](CCCCN)C(=O)O (L-lysine), C(C1=CC=CC=C1)O (benzyl alcohol), O.C1(=CC=C(C=C1)S(=O)(=O)O)C (paratoluene sulfonic acid monohydrate), C1=CC=CC=C1 (benzene). Solvent: O (water). The product is C1(=CC=C(C=C1)S(=O)(=O)O)C.C1(=CC=C(C=C1)S(=O)(=O)O)C.C(C1=CC=CC=C1)OC([C@@H](N)CCCCN)=O (L-lysine benzyl ester di-p-toluene sulfonic acid salt). Yield: 84.0%. Reaction SMILES: [NH2:1][C@H:2]([C:8]([OH:10])=[O:9])[CH2:3][CH2:4][CH2:5][CH2:6][NH2:7].[CH2:11](O)[C:12]1[CH:17]=[CH:16][CH:15]=[CH:14][CH:13]=1.O.[C:20]1([CH3:30])[CH:25]=[CH:24][C:23]([S:26]([OH:29])(=[O:28])=[O:27])=[CH:22][CH:21]=1.C1C=CC=CC=1>O>[C:20]1([CH3:30])[CH:21]=[CH:22][C:23]([S:26]([OH:29])(=[O:27])=[O:28])=[CH:24][CH:25]=1.[C:20]1([CH3:30])[CH:21]=[CH:22][C:23]([S:26]([OH:29])(=[O:27])=[O:28])=[CH:24][CH:25]=1.[CH2:11]([O:9][C:8](=[O:10])[C@H:2]([CH2:3][CH2:4][CH2:5][CH2:6][NH2:7])[NH2:1])[C:12]1[CH:17]=[CH:16][CH:15]=[CH:14][CH:13]=1 |f:2.3,6.7.8|. Procedure details: 30 g of L-lysine (20.5·10-2 mole) and 70 ml of distilled benzyl alcohol (67.6·10-2 mole) are introduced into an extractor of the Dean-Stark type; 88.5 g of paratoluene sulfonic acid monohydrate (46.5·10-2 mole) and 300 ml of benzene are added. The mixture is heated at reflux until all of the water formed in the reaction has been removed. The solution is transferred to a beaker to which 100 ml of methanol are added. The salt is precipitated by the addition of 500 ml of ethyl ether at room tempera... Starting materials: CCOC(=O)c1cncc(C#C[Si](C)(C)C)c1, CCCC[N+](CCCC)(CCCC)CCCC, CCOC(C)=O, [Cu]I, [F-], Fc1cccc(I)c1, C1CCOC1, Cl[Pd]Cl, c1ccc(P(c2ccccc2)c2ccccc2)cc1, c1ccc(P(c2ccccc2)c2ccccc2)cc1. The product is CCOC(=O)c1cncc(C#Cc2cccc(F)c2)c1. Reaction SMILES: [CH2:27]([CH3:28])[O:29][C:30]([c:31]1[cH:32][n:33][cH:34][c:35]([C:37]#[C:38][Si:39]([CH3:40])([CH3:41])[CH3:42])[cH:36]1)=[O:43].[CH3:2][CH2:3][CH2:4][CH2:5][N+:6]([CH2:7][CH2:8][CH2:9][CH3:10])([CH2:11][CH2:12][CH2:13][CH3:14])[CH2:15][CH2:16][CH2:17][CH3:18].[CH3:49][CH2:50][O:51][C:52](=[O:53])[CH3:54].[Cu:96][I:97].[F-:1].[I:19][c:20]1[cH:21][c:22]([F:26])[cH:23][cH:24][cH:25]1.[O:44]1[CH2:45][CH2:46][CH2:47][CH2:48]1.[Pd:55]([Cl:56])[Cl:57].[c:58]1([P:59]([c:60]2[cH:61][cH:62][cH:63][cH:64][cH:65]2)[c:66]2[cH:67][cH:68][cH:69][cH:70][cH:71]2)[cH:72][cH:73][cH:74][cH:75][cH:76]1.[c:77]1([P:78]([c:79]2[cH:80][cH:81][cH:82][cH:83][cH:84]2)[c:85]2[cH:86][cH:87][cH:88][cH:89][cH:90]2)[cH:91][cH:92][cH:93][cH:94][cH:95]1>>[c:20]1([C:38]#[C:37][c:35]2[cH:34][n:33][cH:32][c:31]([C:30]([O:29][CH2:27][CH3:28])=[O:43])[cH:36]2)[cH:21][c:22]([F:26])[cH:23][cH:24][cH:25]1. Reaction SMILES: [Br:29][N:30]1[C:31](=[O:32])[CH2:33][CH2:34][C:35]1=[O:36].[CH3:1][O:2][c:3]1[cH:4][cH:5][cH:6][cH:7][c:8]1[OH:9].[CH3:23][C:24]([CH3:25])([O-:26])[CH3:27].[CH3:39][C:40]#[N:41].[Cl:42][CH2:43][Cl:44].[F:10][C:11]([F:12])([F:13])[C:14]([O:15][C:16](=[O:17])[C:18]([F:19])([F:20])[F:21])=[O:22].[K+:28].[Na+:38].[OH-:37]>>[CH3:1][O:2][c:3]1[cH:4][cH:5][c:6]([Br:29])[cH:7][c:8]1[OH:9]. Product: COc1ccc(Br)cc1O. Starting materials: O=C1CCC(=O)N1Br, COc1ccccc1O, CC(C)(C)[O-], CC#N, ClCCl, O=C(OC(=O)C(F)(F)F)C(F)(F)F, [K+], [Na+], [OH-]. Reactants: S(=O)(=O)(OCCCCCCCCCCCC)[O-].[Na+] (sodium lauryl sulfate), Cl (hydrochloric acid), Cl (hydrochloric acid), S(=O)(=O)(OCCCCCCCCCCCC)[O-].[Na+] (sodium lauryl sulfate), ( 4 ), acid. Product: S(=O)(=O)(O)OCCCCCCCCCCCC (hydrogen lauryl sulfate). Reaction SMILES: [S:1]([O-:17])([O:4][CH2:5][CH2:6][CH2:7][CH2:8][CH2:9][CH2:10][CH2:11][CH2:12][CH2:13][CH2:14][CH2:15][CH3:16])(=[O:3])=[O:2].[Na+].Cl>>[S:1]([O:4][CH2:5][CH2:6][CH2:7][CH2:8][CH2:9][CH2:10][CH2:11][CH2:12][CH2:13][CH2:14][CH2:15][CH3:16])([OH:17])(=[O:2])=[O:3] |f:0.1|. Reported procedure: When sodium lauryl sulfate is used as the surfactant (4), the acid of step (B) is preferably a dilute mineral acid, such as hydrochloric acid. The dilute hydrochloric acid reacts with the sodium lauryl sulfate to give hydrogen lauryl sulfate, which is an active polymerization catalyst for the polydiorganosiloxane oligomer. Starting materials: CCOC(=O)C(C)Br, [Cl-], [Cl-], FC(F)(F)c1cccc(Br)c1, [Mg], C1CCOC1, O, [Zn+2]. Product: CCOC(=O)C(C)c1cccc(C(F)(F)F)c1. RXN SMILES: [Br:13][CH:14]([C:15](=[O:16])[O:17][CH2:18][CH3:19])[CH3:20].[Cl-:27].[Cl-:29].[F:1][C:2]([c:3]1[cH:4][c:5]([Br:9])[cH:6][cH:7][cH:8]1)([F:10])[F:11].[Mg:12].[O:22]1[CH2:23][CH2:24][CH2:25][CH2:26]1.[OH2:21].[Zn+2:28]>>[F:1][C:2]([c:3]1[cH:4][c:5]([CH:14]([C:15](=[O:16])[O:17][CH2:18][CH3:19])[CH3:20])[cH:6][cH:7][cH:8]1)([F:10])[F:11]. The reactants are ClC1=NC=C(C(=O)NC2=CC(=C(C=C2)Cl)NC(C2=CC(=CC=C2)F)=O)C=C1 (6-chloro-N-(4-chloro-3-(3-fluorobenzamido)phenyl)nicotinamide), C(C)(=O)N1CCNCC1 (1-acetylpiperazine). Product: C(C1=CN=CC=C1)(=O)N (nicotinamide). Reaction SMILES: Cl[C:2]1[CH:27]=[CH:26][C:5]([C:6]([NH:8]C2C=CC(Cl)=C(NC(=O)C3C=CC=C(F)C=3)C=2)=[O:7])=[CH:4][N:3]=1.C(N1CCNCC1)(=O)C>>[C:6]([NH2:8])(=[O:7])[C:5]1[CH:26]=[CH:27][CH:2]=[N:3][CH:4]=1. Procedure details: 6-chloro-N-(4-chloro-3-(3-fluorobenzamido)phenyl)nicotinamide (0.117 mmol) was used in general procedure 3 with 1-acetylpiperazine (0.35 mmol). The product was purified by RP-HPLC to give 6-(4-acetylpiperazin-1-yl)-N-(3-fluoro-3-(3-chlorobenzamido)phenyl))phenyl)nicotinamide. MS (Q1) 496.1 (M)+ RXN SMILES: [C:28](=[O:29])([O-:30])[O-:31].[CH2:49]([Cl:50])[Cl:51].[CH3:43][N:44]([CH3:45])[CH:46]=[O:47].[Cl:34][CH2:35][CH:36]([CH2:37][O:38][CH3:39])[OH:40].[Cs+:32].[Cs+:33].[I-:42].[NH:1]1[CH2:2][CH:3]([c:5]2[cH:6][c:7]3[c:8]([cH:26][cH:27]2)-[c:9]2[n:10][c:11](-[c:17]4[n:18]([CH:23]([CH3:24])[CH3:25])[n:19][c:20]([CH3:22])[n:21]4)[s:12][c:13]2[CH2:14][CH2:15][O:16]3)[CH2:4]1.[Na+:41].[OH2:48]>>[N:1]1([CH2:35][CH:36]([CH2:37][O:38][CH3:39])[OH:40])[CH2:2][CH:3]([c:5]2[cH:6][c:7]3[c:8]([cH:26][cH:27]2)-[c:9]2[n:10][c:11](-[c:17]4[n:18]([CH:23]([CH3:24])[CH3:25])[n:19][c:20]([CH3:22])[n:21]4)[s:12][c:13]2[CH2:14][CH2:15][O:16]3)[CH2:4]1. The reactants are O=C([O-])[O-], ClCCl, CN(C)C=O, COCC(O)CCl, [Cs+], [Cs+], [I-], Cc1nc(-c2nc3c(s2)CCOc2cc(C4CNC4)ccc2-3)n(C(C)C)n1, [Na+], O. Yields the product COCC(O)CN1CC(c2ccc3c(c2)OCCc2sc(-c4nc(C)nn4C(C)C)nc2-3)C1. The reactants are I/C=C/[C@H](CC(=O)OCC)C1=CC=C(C=C1)OC1OCCCC1 (Ethyl (3S,4E)-5-iodo-3-(4-(tetrahydro-2H-pyran-2-yloxy)phenyl)-4-pentenoate), O (water), [Br-].C(C1=CC=CC=C1)[Zn+] (benzylzinc bromide). The reagents and catalysts are C=1C=CC(=CC1)[P](C=2C=CC=CC2)(C=3C=CC=CC3)[Pd]([P](C=4C=CC=CC4)(C=5C=CC=CC5)C=6C=CC=CC6)([P](C=7C=CC=CC7)(C=8C=CC=CC8)C=9C=CC=CC9)[P](C=1C=CC=CC1)(C=1C=CC=CC1)C=1C=CC=CC1 (Pd(PPh3)4). Run in C1CCOC1 (THF). Reaction conditions: time 17.5 hour. Product: C1(=CC=CC=C1)C/C=C/[C@@H](CC(=O)OCC)C1=CC=C(C=C1)OC1OCCCC1 ((3R,E)-Ethyl 6-phenyl-3-(4-(tetrahydro-2H-pyran-2-yloxy)phenyl)hex-4-enoate). RXN SMILES: I/[CH:2]=[CH:3]/[C@@H:4]([C:11]1[CH:16]=[CH:15][C:14]([O:17][CH:18]2[CH2:23][CH2:22][CH2:21][CH2:20][O:19]2)=[CH:13][CH:12]=1)[CH2:5][C:6]([O:8][CH2:9][CH3:10])=[O:7].[Br-].[CH2:25]([Zn+])[C:26]1[CH:31]=[CH:30][CH:29]=[CH:28][CH:27]=1.O>C1COCC1.C1C=CC([P]([Pd]([P](C2C=CC=CC=2)(C2C=CC=CC=2)C2C=CC=CC=2)([P](C2C=CC=CC=2)(C2C=CC=CC=2)C2C=CC=CC=2)[P](C2C=CC=CC=2)(C2C=CC=CC=2)C2C=CC=CC=2)(C2C=CC=CC=2)C2C=CC=CC=2)=CC=1>[C:26]1([CH2:25]/[CH:2]=[CH:3]/[C@H:4]([C:11]2[CH:16]=[CH:15][C:14]([O:17][CH:18]3[CH2:23][CH2:22][CH2:21][CH2:20][O:19]3)=[CH:13][CH:12]=2)[CH2:5][C:6]([O:8][CH2:9][CH3:10])=[O:7])[CH:31]=[CH:30][CH:29]=[CH:28][CH:27]=1 |f:1.2,^1:42,44,63,82|. Procedure: To a stirred solution of 83.4 (571.9 mg, 1.33 mmol, 1 eq., MW 430.29) in THF (15 mL) at 23° C. was added Pd(PPh3)4 (153.6 mg, 0.133 mmol, 0.1 eq., MW 1155.58) followed by dropwise addition of benzylzinc bromide solution (3.2 mL, 1.6 mmol, 1.2 eq., 0.5 M). After 17.5 hours, water (10 mL) was added to quench the reaction. The mixture was extracted with EtOAc (2×50 mL), dried with MgSO4, and filtered. The organic layer was concentrated in vacuo. The residue was then purified by flash chromatography... Starting materials: [Br-], O=C(Cl)CBr, O=C([O-])O, CC12CCC(=O)C=C1CCC1C2CCC2(C)C(O)CCC12, [K+], [Na+], c1ccccc1. Product: CC12CCC(=O)C=C1CCC1C2CCC2(C)C(OC(=O)CBr)CCC12. As a reaction SMILES: [Br-:32].[Br:27][CH2:28][C:29](=[O:30])[Cl:31].[C:22](=[O:23])([OH:24])[O-:25].[CH:1]12[CH2:2][CH2:3][C:4]3=[CH:5][C:6](=[O:7])[CH2:8][CH2:9][C:10]3([CH3:11])[CH:12]1[CH2:13][CH2:14][C:15]1([CH3:16])[CH:17]([OH:18])[CH2:19][CH2:20][CH:21]21.[K+:33].[Na+:26].[cH:34]1[cH:35][cH:36][cH:37][cH:38][cH:39]1>>[CH:1]12[CH2:2][CH2:3][C:4]3=[CH:5][C:6](=[O:7])[CH2:8][CH2:9][C:10]3([CH3:11])[CH:12]1[CH2:13][CH2:14][C:15]1([CH3:16])[CH:17]([O:18][C:29]([CH2:28][Br:27])=[O:30])[CH2:19][CH2:20][CH:21]21.